From a dataset of the Open Reaction Database (ORD), a public repository of structured organic reaction records. describe an organic reaction: reactants, conditions, products, and yield Starting materials: Cc1ccccc1, Ic1nnc(Cc2ccncc2)c2ccccc12, [K+], [K+], Cc1cc(N)nc(C)n1, O=C([O-])[O-]. Yields the product Cc1cc(Nc2nnc(Cc3ccncc3)c3ccccc23)nc(C)n1. RXN SMILES: [CH3:34][c:35]1[cH:36][cH:37][cH:38][cH:39][cH:40]1.[I:10][c:11]1[n:12][n:13][c:14]([CH2:21][c:22]2[cH:23][cH:24][n:25][cH:26][cH:27]2)[c:15]2[cH:16][cH:17][cH:18][cH:19][c:20]12.[K+:28].[K+:29].[NH2:1][c:2]1[n:3][c:4]([CH3:9])[n:5][c:6]([CH3:8])[cH:7]1.[O-:30][C:31]([O-:32])=[O:33]>>[NH:1]([c:2]1[n:3][c:4]([CH3:9])[n:5][c:6]([CH3:8])[cH:7]1)[c:11]1[n:12][n:13][c:14]([CH2:21][c:22]2[cH:23][cH:24][n:25][cH:26][cH:27]2)[c:15]2[cH:16][cH:17][cH:18][cH:19][c:20]12. The reactants are CCOC(C)=O, CCCCCC, CC(C)O, [Cu]I, Ic1ccccc1, [K+], [K+], [K+], Nc1ccccc1, OCCO, O=P([O-])([O-])[O-]. Product: c1ccc(Nc2ccccc2)cc1. RXN SMILES: [C:29]([O:30][CH2:31][CH3:32])(=[O:33])[CH3:34].[CH3:35][CH2:36][CH2:37][CH2:38][CH2:39][CH3:40].[CH3:41][CH:42]([OH:43])[CH3:44].[Cu:27][I:28].[I:16][c:17]1[cH:18][cH:19][cH:20][cH:21][cH:22]1.[K+:6].[K+:7].[K+:8].[NH2:9][c:10]1[cH:11][cH:12][cH:13][cH:14][cH:15]1.[OH:23][CH2:24][CH2:25][OH:26].[P:1]([O-:2])([O-:3])([O-:4])=[O:5]>>[NH:9]([c:10]1[cH:11][cH:12][cH:13][cH:14][cH:15]1)[c:17]1[cH:18][cH:19][cH:20][cH:21][cH:22]1. Starting materials: CCSc1ccc(-c2nc3cnncc3[nH]2)c(OC)c1, CCO, OO. Product: CCS(=O)c1ccc(-c2nc3cnncc3[nH]2)c(OC)c1. Reaction SMILES: [CH2:3]([CH3:4])[S:5][c:6]1[cH:7][c:8]([O:21][CH3:22])[c:9](-[c:12]2[nH:13][c:14]3[cH:15][n:16][n:17][cH:18][c:19]3[n:20]2)[cH:10][cH:11]1.[CH3:23][CH2:24][OH:25].[OH:1][OH:2]>>[O:1]=[S:5]([CH2:3][CH3:4])[c:6]1[cH:7][c:8]([O:21][CH3:22])[c:9](-[c:12]2[n:13][c:14]3[cH:15][n:16][n:17][cH:18][c:19]3[nH:20]2)[cH:10][cH:11]1. Starting materials: CCO, CCOC(=O)c1ccc(NCc2cc3c(cc2C)N(C(C)C)CCC3(C)C)cc1, [K+], [OH-]. Yields the product Cc1cc2c(cc1CNc1ccc(C(=O)O)cc1)C(C)(C)CCN2C(C)C. RXN SMILES: [CH3:32][CH2:33][OH:34].[CH:1]([CH3:2])([CH3:3])[N:4]1[CH2:5][CH2:6][C:7]([CH3:28])([CH3:29])[c:8]2[cH:9][c:10]([CH2:15][NH:16][c:17]3[cH:18][cH:19][c:20]([C:21](=[O:22])[O:23][CH2:24][CH3:25])[cH:26][cH:27]3)[c:11]([CH3:14])[cH:12][c:13]21.[K+:31].[OH-:30]>>[CH:1]([CH3:2])([CH3:3])[N:4]1[CH2:5][CH2:6][C:7]([CH3:28])([CH3:29])[c:8]2[cH:9][c:10]([CH2:15][NH:16][c:17]3[cH:18][cH:19][c:20]([C:21](=[O:22])[OH:23])[cH:26][cH:27]3)[c:11]([CH3:14])[cH:12][c:13]21. Starting materials: ClC1=NN2C(C(=N1)N(CC1=CC=C(C=C1)OC)C1CC1)=NC=C2C#N (2-Chloro-4-(cyclopropyl(4-methoxybenzyl)amino)imidazo[2,1-f][1,2,4]triazine-7-carbonitrile), ClC1=NN2C(C(=N1)N(CC1=CC=C(C=C1)OC)C1CC1)=NC=C2C#N (2-Chloro-4-(cyclopropyl(4-methoxybenzyl)amino)imidazo[2,1-f][1,2,4]triazine-7-carbonitrile), NC=1C=C(C#N)C=C(C1Cl)N1CCC(CC1)O[Si](C)(C)C(C)(C)C (3-amino-5-(4-((tert-butyldimethylsilyl)oxy)piperidin-1-yl)-4-chlorobenzonitrile), CC1(C2=C(C(=CC=C2)P(C3=CC=CC=C3)C4=CC=CC=C4)OC5=C(C=CC=C51)P(C6=CC=CC=C6)C7=CC=CC=C7)C (Xantphos), C([O-])([O-])=O.[Cs+].[Cs+] (cesium carbonate). The reagents and catalysts are CC(=O)[O-].CC(=O)[O-].[Pd+2] (Pd(OAc)2), C1=CC=C(C=C1)P([C-]2C=CC=C2)C3=CC=CC=C3.C1=CC=C(C=C1)P([C-]2C=CC=C2)C3=CC=CC=C3.[Fe+2] (DPPF). Solvent: O1CCOCC1 (dioxane). Conditions: temperature 100 celsius. Yields the product [Si](C)(C)(C(C)(C)C)OC1CCN(CC1)C=1C(=C(C=C(C1)C#N)NC1=NN2C(C(=N1)N(CC1=CC=C(C=C1)OC)C1CC1)=NC=C2C#N)Cl (2-((3-(4-((tert-Butyldimethylsilyl)oxy)piperidin-1-yl)-2-chloro-5-cyanophenyl)amino)-4-(cyclopropyl(4-methoxybenzyl)amino)imidazo[2,1-f][1,2,4]triazine-7-carbonitrile). Isolated yield 74.7%. As a reaction SMILES: Cl[C:2]1[N:7]=[C:6]([N:8]([CH:18]2[CH2:20][CH2:19]2)[CH2:9][C:10]2[CH:15]=[CH:14][C:13]([O:16][CH3:17])=[CH:12][CH:11]=2)[C:5]2=[N:21][CH:22]=[C:23]([C:24]#[N:25])[N:4]2[N:3]=1.[NH2:26][C:27]1[CH:28]=[C:29]([CH:32]=[C:33]([N:36]2[CH2:41][CH2:40][CH:39]([O:42][Si:43]([C:46]([CH3:49])([CH3:48])[CH3:47])([CH3:45])[CH3:44])[CH2:38][CH2:37]2)[C:34]=1[Cl:35])[C:30]#[N:31].CC1(C)C2C(=C(P(C3C=CC=CC=3)C3C=CC=CC=3)C=CC=2)OC2C(P(C3C=CC=CC=3)C3C=CC=CC=3)=CC=CC1=2.C(=O)([O-])[O-].[Cs+].[Cs+]>CC([O-])=O.CC([O-])=O.[Pd+2].C1C=CC(P(C2C=CC=CC=2)[C-]2C=CC=C2)=CC=1.C1C=CC(P(C2C=CC=CC=2)[C-]2C=CC=C2)=CC=1.[Fe+2].O1CCOCC1>[Si:43]([O:42][CH:39]1[CH2:38][CH2:37][N:36]([C:33]2[C:34]([Cl:35])=[C:27]([NH:26][C:2]3[N:7]=[C:6]([N:8]([CH:18]4[CH2:20][CH2:19]4)[CH2:9][C:10]4[CH:15]=[CH:14][C:13]([O:16][CH3:17])=[CH:12][CH:11]=4)[C:5]4=[N:21][CH:22]=[C:23]([C:24]#[N:25])[N:4]4[N:3]=3)[CH:28]=[C:29]([C:30]#[N:31])[CH:32]=2)[CH2:41][CH2:40]1)([C:46]([CH3:49])([CH3:48])[CH3:47])([CH3:44])[CH3:45] |f:3.4.5,6.7.8,9.10.11|. Reported procedure: (I13C): 2-Chloro-4-(cyclopropyl(4-methoxybenzyl)amino)imidazo[2,1-f][1,2,4]triazine-7-carbonitrile (Intermediate 1) (0.646 g, 1.820 mmol), 3-amino-5-(4-((tert-butyldimethylsilyl)oxy)piperidin-1-yl)-4-chlorobenzonitrile (I13B) (0.666 g, 1.820 mmol), Pd(OAc)2 (0.123 g, 0.546 mmol), DPPF (0.101 g, 0.182 mmol), Xantphos (0.105 g, 0.182 mmol), and cesium carbonate (1.186 g, 3.64 mmol) were combined in a round bottom flask and dioxane (12.13 ml) was added. The flask was evacuated and backfilled with n... Reactants: O=C([O-])[O-], COCCOC, Cn1cc(B2OC(C)(C)C(C)(C)O2)cn1, [K+], [K+], c1ccc(P(c2ccccc2)(c2ccccc2)[Pd](P(c2ccccc2)(c2ccccc2)c2ccccc2)(P(c2ccccc2)(c2ccccc2)c2ccccc2)P(c2ccccc2)(c2ccccc2)c2ccccc2)cc1, Brc1ccc(Nc2cc3ccccc3o2)nc1. Product: Cn1cc(-c2ccc(Nc3cc4ccccc4o3)nc2)cn1. Reaction SMILES: [C:33](=[O:34])([O-:35])[O-:36].[CH3:116][O:117][CH2:118][CH2:119][O:120][CH3:121].[CH3:18][n:19]1[n:20][cH:21][c:22]([B:24]2[O:25][C:26]([CH3:27])([CH3:28])[C:29]([CH3:30])([CH3:31])[O:32]2)[cH:23]1.[K+:37].[K+:38].[cH:39]1[cH:40][cH:41][c:42]([P:43]([Pd:44]([P:45]([c:46]2[cH:47][cH:48][cH:49][cH:50][cH:51]2)([c:52]2[cH:53][cH:54][cH:55][cH:56][cH:57]2)[c:58]2[cH:59][cH:60][cH:61][cH:62][cH:63]2)([P:64]([c:65]2[cH:66][cH:67][cH:68][cH:69][cH:70]2)([c:71]2[cH:72][cH:73][cH:74][cH:75][cH:76]2)[c:77]2[cH:78][cH:79][cH:80][cH:81][cH:82]2)[P:83]([c:84]2[cH:85][cH:86][cH:87][cH:88][cH:89]2)([c:90]2[cH:91][cH:92][cH:93][cH:94][cH:95]2)[c:96]2[cH:97][cH:98][cH:99][cH:100][cH:101]2)([c:102]2[cH:103][cH:104][cH:105][cH:106][cH:107]2)[c:108]2[cH:109][cH:110][cH:111][cH:112][cH:113]2)[cH:114][cH:115]1.[o:1]1[c:2]([NH:10][c:11]2[n:12][cH:13][c:14]([Br:17])[cH:15][cH:16]2)[cH:3][c:4]2[c:5]1[cH:6][cH:7][cH:8][cH:9]2>>[o:1]1[c:2]([NH:10][c:11]2[n:12][cH:13][c:14](-[c:22]3[cH:21][n:20][n:19]([CH3:18])[cH:23]3)[cH:15][cH:16]2)[cH:3][c:4]2[c:5]1[cH:6][cH:7][cH:8][cH:9]2. Starting materials: C(C)(C)(C)C1=C(C(=CC=C1)C(C)(C)C)O (2,6-di-t-butylphenol), COC1=CC=C(CO)C=C1 (4-methoxybenzyl alcohol), C(=O)O (formic acid), C(C)(=O)O (acetic acid). Run in O (water). The product is C(C)(C)(C)C1=C(C(=CC(=C1)CC1=CC=C(C=C1)OC)C(C)(C)C)O (2,6-Di-t-butyl-4-(4-methoxybenzyl) phenol). Reaction SMILES: [C:1]([C:5]1[CH:10]=[CH:9][CH:8]=[C:7]([C:11]([CH3:14])([CH3:13])[CH3:12])[C:6]=1[OH:15])([CH3:4])([CH3:3])[CH3:2].[CH3:16][O:17][C:18]1[CH:25]=[CH:24][C:21]([CH2:22]O)=[CH:20][CH:19]=1.C(O)=O.C(O)(=O)C>O>[C:11]([C:7]1[CH:8]=[C:9]([CH2:22][C:21]2[CH:24]=[CH:25][C:18]([O:17][CH3:16])=[CH:19][CH:20]=2)[CH:10]=[C:5]([C:1]([CH3:4])([CH3:3])[CH3:2])[C:6]=1[OH:15])([CH3:14])([CH3:13])[CH3:12]. Procedure details: 2,6-Di-t-butyl-4-(4-methoxybenzyl) phenol was prepared as described for A above. A mixture of 2,6-di-t-butylphenol (51.5 g), 4-methoxybenzyl alcohol (34.5 g), formic acid (100 ml) and acetic acid (100 ml) was refluxed for 5 hours, diluted with water, and extracted with chloroform. Evaporation of the chloroform gave an oil which crystallized. Recrystallization from methanol gave colorless needles, mp 139° (58 g); (Found: C, 80.7; H, 9.30. Calc. for C22H30O2 : C, 80.9; H, 9.26%); pmr spectrum: δ1....